describe an organic reaction: reactants, conditions, products, and yield From a dataset of the Open Reaction Database (ORD), a public repository of structured organic reaction records. The reactants are Cc1noc(C)c1Cn1cc(NC(=O)OC(C)(C)C)cn1, Cl, C1COCCO1. Product: Cc1noc(C)c1Cn1cc(N)cn1, Cl. As a reaction SMILES: [CH3:1][c:2]1[n:3][o:4][c:5]([CH3:21])[c:6]1[CH2:7][n:8]1[n:9][cH:10][c:11]([NH:13][C:14](=[O:15])[O:16][C:17]([CH3:18])([CH3:19])[CH3:20])[cH:12]1.[ClH:22].[O:23]1[CH2:24][CH2:25][O:26][CH2:27][CH2:28]1>>[CH3:1][c:2]1[n:3][o:4][c:5]([CH3:21])[c:6]1[CH2:7][n:8]1[n:9][cH:10][c:11]([NH2:13])[cH:12]1.[ClH:22]. Reactants: Cc1[nH]c(=O)c(C#N)cc1-c1ccc2nccn2c1, N, O, O=S(=O)(O)O. Product: Cc1[nH]c(=O)c(C(N)=O)cc1-c1ccc2nccn2c1. Reaction SMILES: [CH3:1][c:2]1[c:3](-[c:11]2[cH:12][cH:13][c:14]3[n:15]([cH:16]2)[cH:17][cH:18][n:19]3)[cH:4][c:5]([C:9]#[N:10])[c:6](=[O:8])[nH:7]1.[NH3:21].[OH2:20].[S:22](=[O:23])(=[O:24])([OH:25])[OH:26]>>[CH3:1][c:2]1[c:3](-[c:11]2[cH:12][cH:13][c:14]3[n:15]([cH:16]2)[cH:17][cH:18][n:19]3)[cH:4][c:5]([C:9]([NH2:10])=[O:20])[c:6](=[O:8])[nH:7]1.